This data is from the Open Reaction Database (ORD), a public repository of structured organic reaction records. The task is: describe an organic reaction: reactants, conditions, products, and yield Reactants: C(C1=CC=CC=C1)(=O)N(C)CCOC1=CC=C(C=O)C=C1 (4-[2-(N-benzoyl-N-methylamino)ethoxy]benzaldehyde), S1C(NC(C1)=O)=O (2,4-thiazolidinedione), C(C1=CC=CC=C1)(=O)O (benzoic acid), N1CCCCC1 (piperidine). Solvent: C1(=CC=CC=C1)C (toluene). Product: C(C1=CC=CC=C1)(=O)N(C)CCOC1=CC=C(C=C2C(NC(S2)=O)=O)C=C1 (5-(4-[2-(N-Benzoyl-N-methylamino)ethoxy]benzylidene)-2,4-thiazolidinedione). As a reaction SMILES: [C:1]([N:9]([CH2:11][CH2:12][O:13][C:14]1[CH:21]=[CH:20][C:17]([CH:18]=O)=[CH:16][CH:15]=1)[CH3:10])(=[O:8])[C:2]1[CH:7]=[CH:6][CH:5]=[CH:4][CH:3]=1.[S:22]1[CH2:26][C:25](=[O:27])[NH:24][C:23]1=[O:28].C(O)(=O)C1C=CC=CC=1.N1CCCCC1>C1(C)C=CC=CC=1>[C:1]([N:9]([CH2:11][CH2:12][O:13][C:14]1[CH:21]=[CH:20][C:17]([CH:18]=[C:26]2[S:22][C:23](=[O:28])[NH:24][C:25]2=[O:27])=[CH:16][CH:15]=1)[CH3:10])(=[O:8])[C:2]1[CH:7]=[CH:6][CH:5]=[CH:4][CH:3]=1. Procedure: A mixture of 4-[2-(N-benzoyl-N-methylamino)ethoxy]benzaldehyde (3.94 g), 2,4-thiazolidinedione (1.79 g), benzoic acid (0.2 g) and piperidine (0.2 ml) were heated at reflux in toluene (250 ml) in a Dean and Stark apparatus. After 5 hours at reflux the mixture was allowed to cool and crystallise overnight. The title compound, mp 178-180° C., was filtered off, washed with cold toluene and dried under vacuum. The reactants are CO, CCOc1ccc(Nc2c(C)c(Cl)nn3ccnc23)cc1, NC1CCC(N)CC1. Yields the product CCOc1ccc(Nc2c(C)c(NC3CCC(N)CC3)nn3ccnc23)cc1. Reaction SMILES: [CH3:30][OH:31].[Cl:1][c:2]1[c:3]([CH3:21])[c:4]([NH:11][c:12]2[cH:13][cH:14][c:15]([O:18][CH2:19][CH3:20])[cH:16][cH:17]2)[c:5]2[n:6]([n:7]1)[cH:8][cH:9][n:10]2.[NH2:22][CH:23]1[CH2:24][CH2:25][CH:26]([NH2:29])[CH2:27][CH2:28]1>>[c:2]1([NH:29][CH:26]2[CH2:25][CH2:24][CH:23]([NH2:22])[CH2:28][CH2:27]2)[c:3]([CH3:21])[c:4]([NH:11][c:12]2[cH:13][cH:14][c:15]([O:18][CH2:19][CH3:20])[cH:16][cH:17]2)[c:5]2[n:6]([n:7]1)[cH:8][cH:9][n:10]2. Starting materials: CCOC(=O)c1cc(-c2cc(Cl)c(OCc3ccccc3)cc2OCc2ccccc2)on1, CN1CCNCC1, CCOC(C)=O, CCO, O. The product is CN1CCN(C(=O)c2cc(-c3cc(Cl)c(OCc4ccccc4)cc3OCc3ccccc3)on2)CC1. RXN SMILES: [CH2:8]([c:9]1[cH:10][cH:11][cH:12][cH:13][cH:14]1)[O:15][c:16]1[c:17](-[c:31]2[cH:32][c:33]([C:36]([O:38][CH2:37][CH3:39])=[O:40])[n:34][o:35]2)[cH:18][c:19]([Cl:30])[c:20]([O:22][CH2:23][c:24]2[cH:25][cH:26][cH:27][cH:28][cH:29]2)[cH:21]1.[CH3:1][N:2]1[CH2:3][CH2:4][NH:5][CH2:6][CH2:7]1.[CH3:42][CH2:43][O:44][C:45]([CH3:46])=[O:47].[CH3:48][CH2:49][OH:50].[OH2:41]>>[CH3:1][N:2]1[CH2:3][CH2:4][N:5]([C:36]([c:33]2[cH:32][c:31](-[c:17]3[c:16]([O:15][CH2:8][c:9]4[cH:10][cH:11][cH:12][cH:13][cH:14]4)[cH:21][c:20]([O:22][CH2:23][c:24]4[cH:25][cH:26][cH:27][cH:28][cH:29]4)[c:19]([Cl:30])[cH:18]3)[o:35][n:34]2)=[O:38])[CH2:6][CH2:7]1. Reaction SMILES: [Cl:12][c:13]1[c:14]([N+:21](=[O:22])[O-:23])[cH:15][c:16]([Cl:20])[c:17]([Cl:19])[cH:18]1.[H-:10].[NH2:1][c:2]1[n:3][n:4]([CH3:9])[n:5][c:6]1[C:7]#[N:8].[Na+:11].[O:24]1[CH2:25][CH2:26][CH2:27][CH2:28]1>>[NH:1]([c:2]1[n:3][n:4]([CH3:9])[n:5][c:6]1[C:7]#[N:8])[c:13]1[c:14]([N+:21](=[O:22])[O-:23])[cH:15][c:16]([Cl:20])[c:17]([Cl:19])[cH:18]1. Yields the product Cn1nc(C#N)c(Nc2cc(Cl)c(Cl)cc2[N+](=O)[O-])n1. Starting materials: O=[N+]([O-])c1cc(Cl)c(Cl)cc1Cl, [H-], Cn1nc(N)c(C#N)n1, [Na+], C1CCOC1. Reactants: C(C)(C)(C)OC(=O)N1CCC(CC1)C1=NC(=CC=C1N)Br (3-amino-6-bromo-3′,4′,5′,6′-tetrahydro-2′H-[2,4]bipyridinyl-1′-carboxylic acid tert-butyl ester), C(CCC)C(=C(CCCC)CCCC)[Sn] (tributylvinyl tin). The reagents and catalysts are C=1C=CC(=CC1)[P](C=2C=CC=CC2)(C=3C=CC=CC3)[Pd]([P](C=4C=CC=CC4)(C=5C=CC=CC5)C=6C=CC=CC6)([P](C=7C=CC=CC7)(C=8C=CC=CC8)C=9C=CC=CC9)[P](C=1C=CC=CC1)(C=1C=CC=CC1)C=1C=CC=CC1 (tetrakis(triphenylphosphine)palladium). The solvent is C1(=CC=CC=C1)C (toluene). Product: C(C)(C)(C)OC(=O)N1CCC(CC1)C1=NC(=CC=C1N)C=C (3-amino-6-vinyl-3′,4′,5′,6′-tetrahydro-2′H-[2,4]bipyridinyl-1′-carboxylic acid tert-butyl ester). The yield is 92.0%. RXN SMILES: [C:1]([O:5][C:6]([N:8]1[CH2:13][CH2:12][CH:11]([C:14]2[C:19]([NH2:20])=[CH:18][CH:17]=[C:16](Br)[N:15]=2)[CH2:10][CH2:9]1)=[O:7])([CH3:4])([CH3:3])[CH3:2].[CH2:22](C([Sn])=C(CCCC)CCCC)[CH2:23]CC>C1(C)C=CC=CC=1.C1C=CC([P]([Pd]([P](C2C=CC=CC=2)(C2C=CC=CC=2)C2C=CC=CC=2)([P](C2C=CC=CC=2)(C2C=CC=CC=2)C2C=CC=CC=2)[P](C2C=CC=CC=2)(C2C=CC=CC=2)C2C=CC=CC=2)(C2C=CC=CC=2)C2C=CC=CC=2)=CC=1>[C:1]([O:5][C:6]([N:8]1[CH2:13][CH2:12][CH:11]([C:14]2[C:19]([NH2:20])=[CH:18][CH:17]=[C:16]([CH:22]=[CH2:23])[N:15]=2)[CH2:10][CH2:9]1)=[O:7])([CH3:4])([CH3:3])[CH3:2] |^1:23,47,49,68,87|. Reported procedure: A solution of 3-amino-6-bromo-3′,4′,5′,6′-tetrahydro-2′H-[2,4]bipyridinyl-1′-carboxylic acid tert-butyl ester (0.49 g, prepared from 3-amino-2-bromo-pyridine following procedures described in Example 6, Step A to Step C), tributylvinyl tin (0.36 g), tetrakis(triphenylphosphine)palladium (0.035 g) in toluene (20 ml) was heated at reflux for 3 hours. The reaction mixture was cooled to ambient temperature and the solvent removed in vacuo. The residue was purified by chromatography on silica gel (el... Reactants: C(CCC)[Li] (n-butyl-lithium), C(C)(=O)OCC (ethyl acetate), C(CCCCCCCC)OCCCCC#N (5-(n-nonyloxy)-valeronitrile), Cl (hydrochloric acid). Solvent: CCCCCC (n-hexane), O1CCCC1 (tetrahydrofuran), O1CCCC1 (tetrahydrofuran), O (water), O (water). Conditions: temperature -60 celsius, time 4 hour. Yields the product C(C)(=O)C(C#N)CCCOCCCCCCCCC (2-acetyl-5-(n-nonyloxy)-valeronitrile). Reaction SMILES: [CH2:1]([O:10][CH2:11][CH2:12][CH2:13][CH2:14][C:15]#[N:16])[CH2:2][CH2:3][CH2:4][CH2:5][CH2:6][CH2:7][CH2:8][CH3:9].C([Li])CCC.[C:22](OCC)(=[O:24])[CH3:23].Cl>O1CCCC1.CCCCCC.O>[C:22]([CH:14]([CH2:13][CH2:12][CH2:11][O:10][CH2:1][CH2:2][CH2:3][CH2:4][CH2:5][CH2:6][CH2:7][CH2:8][CH3:9])[C:15]#[N:16])(=[O:24])[CH3:23]. Procedure: 35.0 g (156 millimoles) of 5-(n-nonyloxy)-valeronitrile in 500 ml of absolute tetrahydrofuran are initially taken, in the absence of water and under an inert gas atmosphere, and the mixture is cooled to -60° C. 162 millimoles of n-butyl-lithium in n-hexane are slowly added to the stirred mixture, which is then left for 4 hours at -60° C. A solution of 13.1 g (155 millimoles) of dry ethyl acetate in tetrahydrofuran is then added dropwise, stirring is continued for 3 hours at -60° C., and the mixt... The yield is 91.0%. RXN SMILES: [ClH:1].[CH3:2][O:3][C:4]1[CH:5]=[C:6]([CH:27]=[CH:28][C:29]=1[O:30][CH3:31])[CH2:7][CH2:8][NH:9][CH2:10][CH:11]([OH:26])[C:12]1[CH:17]=[CH:16][CH:15]=[C:14]([O:18]CC2C=CC=CC=2)[CH:13]=1.C(O)(C)C>[C].[Pd].O>[ClH:1].[CH3:2][O:3][C:4]1[CH:5]=[C:6]([CH:27]=[CH:28][C:29]=1[O:30][CH3:31])[CH2:7][CH2:8][NH:9][CH2:10][CH:11]([OH:26])[C:12]1[CH:17]=[CH:16][CH:15]=[C:14]([OH:18])[CH:13]=1 |f:0.1,3.4,6.7|. Reported procedure: 2 g of α-(3,4-dimethoxyphenethylaminomethyl)-3-benzyloxybenzylalcohol hydrochloride, 0.5 g of 10 % palladium-carbon, 100 ml of isopropanol and 15 ml of water are treated in the same manner as described in Example 1-(c). 1.45 g of α-(3,4dimethoxyphenethylaminomethyl)-3-hydroxybenzylalcohol hydrochloride are obtained. M.p. 161° -162° C.(recrystallized from a mixture of isopropanol and ether). The product is Cl.COC=1C=C(CCNCC(C2=CC(=CC=C2)O)O)C=CC1OC (α-(3,4dimethoxyphenethylaminomethyl)-3-hydroxybenzylalcohol hydrochloride). Reactants: Cl.COC=1C=C(CCNCC(C2=CC(=CC=C2)OCC2=CC=CC=C2)O)C=CC1OC (α-(3,4-dimethoxyphenethylaminomethyl)-3-benzyloxybenzylalcohol hydrochloride), C(C)(C)O (isopropanol). Reagents/catalysts: [C].[Pd] (palladium-carbon). The solvent is O (water). Reactants: [OH-].[Na+] (NaOH), [N+](=O)([O-])[O-].[Ag+] (silver nitrate), FC(C(=O)O)(CC=C)F (2,2-difluoro-4-pentenoic acid), [Ag]=O (silver oxide). Run in O (water), O (water), O (water). Yields the product FC(C(=O)[O-])(CC=C)F.[Ag+] (silver 2,2-difluoro-4-pentenoate). Isolated yield 87.0%. As a reaction SMILES: [Ag:1]=O.[OH-].[Na+].[N+]([O-])([O-])=O.[Ag+].[F:10][C:11]([F:18])([CH2:15][CH:16]=[CH2:17])[C:12]([OH:14])=[O:13]>O>[F:10][C:11]([F:18])([CH2:15][CH:16]=[CH2:17])[C:12]([O-:14])=[O:13].[Ag+:1] |f:1.2,3.4,7.8|. Reported procedure: A suspension of silver oxide in water was prepared by adding a solution of NaOH (1.76 g, 0.044 mol) in water (100 ml) to an aqueous solution of silver nitrate (7.14 g, 0.042 mol in 100 ml), decanting the supernatant liquid, washing the residue with water (3×100 ml) and adding 100 ml of water. To this vigorously stirred suspension was added a solution of 2,2-difluoro-4-pentenoic acid (5.44 g, 0.04 mol) in water (100 ml). After 10 minutes the mixture was filtered and the filtrate concentrated (20 ... The reactants are CC=CC1(C(=O)OCC)CCC(N2C(=O)c3ccccc3C2=O)CC1, NC(=O)c1ccccc1C(N)=O, CC(NC(=O)C1(C)CCC(N)CC1)c1ccc(F)cc1. Product: CC=CC1(C(=O)OCC)CCC(N)CC1. As a reaction SMILES: [CH2:1]([CH3:2])[O:3][C:4](=[O:5])[C:6]1([CH:23]=[CH:24][CH3:25])[CH2:7][CH2:8][CH:9]([N:12]2[C:13](=[O:14])[c:15]3[c:16]([cH:17][cH:18][cH:19][cH:20]3)[C:21]2=[O:22])[CH2:10][CH2:11]1.[NH2:26][C:27]([c:28]1[c:29]([C:30](=[O:31])[NH2:32])[cH:33][cH:34][cH:35][cH:36]1)=[O:37].[NH2:38][CH:39]1[CH2:40][CH2:41][C:42]([CH3:43])([C:44]([NH:45][CH:46]([c:47]2[cH:48][cH:49][c:50]([F:51])[cH:52][cH:53]2)[CH3:54])=[O:55])[CH2:56][CH2:57]1>>[CH2:1]([CH3:2])[O:3][C:4](=[O:5])[C:6]1([CH:23]=[CH:24][CH3:25])[CH2:7][CH2:8][CH:9]([NH2:12])[CH2:10][CH2:11]1.